Dataset: the Open Reaction Database (ORD), a public repository of structured organic reaction records. Task: describe an organic reaction: reactants, conditions, products, and yield Starting materials: solution, CN(CCNS(=O)(=O)Cl)C ((2-dimethylaminoethyl)sulfamoyl chloride), C(CCCCCCC\C=C/CCCCCCCC)OCC(OCCCCCCCC\C=C/CCCCCCCC)CO (1,2-O-dioleylglycerol). The solvent is C(Cl)Cl (methylene chloride), C(Cl)Cl.N1=CC=CC=C1 (methylene chloride pyridine). Conditions: time 2 hour. The product is CN(CCNS(=O)(=O)OCC(COCCCCCCCC\C=C/CCCCCCCC)OCCCCCCCC\C=C/CCCCCCCC)C (3-O-(2-dimethylaminoethyl)sulfamoyl-1,2-O-dioleylglycerol). Isolated yield 18.3%. As a reaction SMILES: [CH2:1]([O:19][CH2:20][CH:21]([CH2:41][OH:42])[O:22][CH2:23][CH2:24][CH2:25][CH2:26][CH2:27][CH2:28][CH2:29][CH2:30]/[CH:31]=[CH:32]\[CH2:33][CH2:34][CH2:35][CH2:36][CH2:37][CH2:38][CH2:39][CH3:40])[CH2:2][CH2:3][CH2:4][CH2:5][CH2:6][CH2:7][CH2:8]/[CH:9]=[CH:10]\[CH2:11][CH2:12][CH2:13][CH2:14][CH2:15][CH2:16][CH2:17][CH3:18].[CH3:43][N:44]([CH3:52])[CH2:45][CH2:46][NH:47][S:48](Cl)(=[O:50])=[O:49]>C(Cl)Cl.N1C=CC=CC=1.C(Cl)Cl>[CH3:43][N:44]([CH3:52])[CH2:45][CH2:46][NH:47][S:48]([O:42][CH2:41][CH:21]([O:22][CH2:23][CH2:24][CH2:25][CH2:26][CH2:27][CH2:28][CH2:29][CH2:30]/[CH:31]=[CH:32]\[CH2:33][CH2:34][CH2:35][CH2:36][CH2:37][CH2:38][CH2:39][CH3:40])[CH2:20][O:19][CH2:1][CH2:2][CH2:3][CH2:4][CH2:5][CH2:6][CH2:7][CH2:8]/[CH:9]=[CH:10]\[CH2:11][CH2:12][CH2:13][CH2:14][CH2:15][CH2:16][CH2:17][CH3:18])(=[O:50])=[O:49] |f:2.3|. Procedure: In 4 ml of methylene chloride-pyridine (2:1) was dissolved 150 mg (0.25 mmol) of 1,2-O-dioleylglycerol. Then, 1 ml of a solution of 150 mg (0.75 mmol) (2-dimethylaminoethyl)sulfamoyl chloride in methylene chloride was added and the reaction was carried out at ambient temperature for 2 hours. After completion of the reaction, the solvent was distilled off under reduced pressure and the residue was treated with methylene chloride-saturated aqueous sodium hydrogen carbonate solution. The methylene ... Reactants: ClC1=CC(=C(C=C1)CC(=O)O)OC (4-chloro-2-methoxy-benzeneacetic acid), Br (HBr). The solvent is C(C)(=O)O (acetic acid). Product: ClC1=CC(=C(C=C1)CC(=O)O)O (4-chloro-2-hydroxy-benzeneacetic acid). Reaction SMILES: [Cl:1][C:2]1[CH:7]=[CH:6][C:5]([CH2:8][C:9]([OH:11])=[O:10])=[C:4]([O:12]C)[CH:3]=1.Br>C(O)(=O)C>[Cl:1][C:2]1[CH:7]=[CH:6][C:5]([CH2:8][C:9]([OH:11])=[O:10])=[C:4]([OH:12])[CH:3]=1. Procedure: 4-chloro-2-methoxy-benzeneacetic acid (1.4 g), HBr (25 ml), acetic acid (5 ml) were refluxed for 48 h then evaporated under reduced pressure. The residue was azeotroped with toluene and triturated with diethyl ether and isohexane. Yield 0.56 g. Starting materials: FC=1C=C(C=CC1F)C=1C2=C(N(N1)C(=O)N[C@H](C(=O)NC)C(C)(C)C)CCOC2 ((S)-3-(3,4-difluorophenyl)-N-(3,3-dimethyl-1-(methyl-amino)-1-oxobutan-2-yl)-6,7-dihydropyrano[4,3-c]pyrazole-1(4H)-carboxamide), ClC=1C=CC(=C(C1)C=1C2=C(NN1)COCC2)F (3-(5-chloro-2-fluorophenyl)-1,4,5,7-tetrahydropyrano[3,4-c]pyrazole), N[C@H](C(=O)NCCO)C(C)(C)C ((S)-2-amino-N-(2-hydroxyethyl)-3,3-dimethylbutanamide). The product is ClC=1C=CC(=C(C1)C=1C2=C(N(N1)C(=O)N[C@H](C(=O)NCCO)C(C)(C)C)COCC2)F ((S)-3-(5-chloro-2-fluorophenyl)-N-(1-(2-hydroxyethylamino)-3,3-dimethyl-1-oxobutan-2-yl)-4,5-dihydropyrano[3,4-c]pyrazole-1(7H)-carboxamide). As a reaction SMILES: FC1C=C(C2C3COCCC=3N([C:14]([NH:16][C@@H:17]([C:22]([CH3:25])([CH3:24])[CH3:23])[C:18]([NH:20][CH3:21])=[O:19])=[O:15])N=2)C=CC=1F.[Cl:30][C:31]1[CH:32]=[CH:33][C:34]([F:46])=[C:35]([C:37]2[C:38]3[CH2:45][CH2:44][O:43][CH2:42][C:39]=3[NH:40][N:41]=2)[CH:36]=1.N[C@@H](C(C)(C)C)[C:49](NCCO)=[O:50]>>[Cl:30][C:31]1[CH:32]=[CH:33][C:34]([F:46])=[C:35]([C:37]2[C:38]3[CH2:45][CH2:44][O:43][CH2:42][C:39]=3[N:40]([C:14]([NH:16][C@@H:17]([C:22]([CH3:23])([CH3:24])[CH3:25])[C:18]([NH:20][CH2:21][CH2:49][OH:50])=[O:19])=[O:15])[N:41]=2)[CH:36]=1. Procedure: Compound 96 was prepared according to the procedure for the synthesis of compound 28 by replacing intermediate 16 with intermediate 16C, and replacing tert-leucine methylamide with intermediate 23. LCMS (+ESI) m/z=453.3 [M+H]+. 1H NMR (CDCl3) δ 7.82 (d, J=9.3 Hz, 1H), 7.61-7.63 (m, 1H), 7.32-7.36 (m, 1H) 7.09 (t, J=9.2 Hz, 1H), 4.99 (d, J=8.0 Hz, 2H), 4.19 (d, J=9.3 Hz, 1H), 3.78-3.88 (m, 2H), 3.69 (s, 2H), 3.43 (m, 2H), 2.63 (br, 2H), 1.06 (s, 9H). Purity: 91%. Reactants: CCO, [Na+], [OH-], O, CCOC(=O)C(NC(=O)Nc1ccc([N+](=O)[O-])cc1O)C(C)C. Product: CC(C)C(=C=O)NC(=O)Nc1ccc([N+](=O)[O-])cc1O. As a reaction SMILES: [CH2:27]([OH:28])[CH3:29].[Na+:25].[OH-:24].[OH2:26].[OH:1][c:2]1[c:3]([NH:11][C:12](=[O:13])[NH:14][CH:15]([CH:16]([CH3:17])[CH3:18])[C:19](=[O:20])[O:21][CH2:22][CH3:23])[cH:4][cH:5][c:6]([N+:8](=[O:9])[O-:10])[cH:7]1>>[OH:1][c:2]1[c:3]([NH:11][C:12](=[O:13])[NH:14][C:15]([CH:16]([CH3:17])[CH3:18])=[C:19]=[O:20])[cH:4][cH:5][c:6]([N+:8](=[O:9])[O-:10])[cH:7]1. Reactants: N1(C=NC=C1)C1C2=C(OCC3=C1C=CC=C3)C=CC(=C2)C(=O)OC (Methyl 6,11-Dihydro-11-(1-imidazolyl)dibenz[b,e]oxepin-2-carboxylate), [OH-].[K+] (potassium hydroxide), Cl (hydrochloric acid). Solvent: CO (methanol), O1CCCC1 (tetrahydrofuran). Reaction conditions: temperature 70 celsius. Product: N1(C=NC=C1)C1C2=C(OCC3=C1C=CC=C3)C=CC(=C2)C(=O)O (6,11-Dihydro-11-(1-imidazolyl)dibenz[b,e]oxepin-2-carboxylic Acid). Reaction SMILES: [N:1]1([CH:6]2[C:12]3[CH:13]=[CH:14][CH:15]=[CH:16][C:11]=3[CH2:10][O:9][C:8]3[CH:17]=[CH:18][C:19]([C:21]([O:23]C)=[O:22])=[CH:20][C:7]2=3)[CH:5]=[CH:4][N:3]=[CH:2]1.[OH-].[K+].Cl>CO.O1CCCC1>[N:1]1([CH:6]2[C:12]3[CH:13]=[CH:14][CH:15]=[CH:16][C:11]=3[CH2:10][O:9][C:8]3[CH:17]=[CH:18][C:19]([C:21]([OH:23])=[O:22])=[CH:20][C:7]2=3)[CH:5]=[CH:4][N:3]=[CH:2]1 |f:1.2|. Procedure details: Dissolve 3.1 gm of the ester of Step A in a mixture of 60 ml of methanol and 60 ml of tetrahydrofuran. Add 60 ml of 5% aqueous potassium hydroxide and heat the mixture at 70° C. under a nitrogen atmosphere for 5 hours. Pour the mixture onto ice and acidify to pH 5 with concentrated hydrochloric acid. Separate the solids by filtration. Wash with cold water and dry at 60° C. under vacuum for 2 hours to obtain the title product (m.p. 244°-255° C. dec.). The reactants are CC#N, COS(=O)(=O)OC, CCOC(C)=O, C1COCCN1. Yields the product CC#N, C[NH+]1CCOCC1. RXN SMILES: [C:1]([CH3:2])#[N:3].[CH3:10][O:11][S:12]([O:13][CH3:14])(=[O:15])=[O:16].[CH3:17][CH2:18][O:19][C:20](=[O:21])[CH3:22].[O:4]1[CH2:5][CH2:6][NH:7][CH2:8][CH2:9]1>>[C:1]([CH3:2])#[N:3].[O:4]1[CH2:5][CH2:6][NH+:7]([CH3:10])[CH2:8][CH2:9]1. The reactants are C(CC)C1=C(OCCCCCBr)C=CC(=C1Cl)Cl (5-(2-propyl-3,4dichlorophenoxy)pentyl bromide), [C-]#N.[Na+] (sodium cyanide), desired sub-title intermediate. Run in CN(C=O)C (dimethylformamide). Yields the product C(CC)C1=C(OCCCCC#N)C=CC(=C1Cl)Cl (5-(2-propyl-3,4-dichlorophenoxy)pentane nitrile). Reaction SMILES: [CH2:1]([C:4]1[C:16]([Cl:17])=[C:15]([Cl:18])[CH:14]=[CH:13][C:5]=1[O:6][CH2:7][CH2:8][CH2:9][CH2:10][CH2:11]Br)[CH2:2][CH3:3].[C-]#[N:20].[Na+]>CN(C)C=O>[CH2:1]([C:4]1[C:16]([Cl:17])=[C:15]([Cl:18])[CH:14]=[CH:13][C:5]=1[O:6][CH2:7][CH2:8][CH2:9][CH2:10][C:11]#[N:20])[CH2:2][CH3:3] |f:1.2|. Procedure details: A solution of 1.6 g. of 5-(2-propyl-3,4dichlorophenoxy)pentyl bromide and 0.22 g. of sodium cyanide were heated overnight at 75°-85° C. in 50 ml. of dimethylformamide. The solution was evaporated in vacuo and ethyl acetate and water were added to the residue. The layers were separated and the organic layer was washed several times with a saturated sodium chloride solution. The organic solution was filtered through sodium sulfate and evaporated to dryness to give 1.38 g. of the desired sub-title ... Reactants: C(C1=CC=CC=C1)OC(=O)NCCC[C@H](CO)NC(C[C@@H](CCCCCCCCCCC)OCC1=CC=CC=C1)=O ((2R)-5-(benzyloxycarbonylamino)-2-[(R)-3-benzyloxytetradecanoylamino]pentan-1-ol), C(OCC1=CC=CC=C1)Cl (BOMCl), C(C)(C)N(CC)C(C)C (diisopropylethylamine). The solvent is C(Cl)Cl (CH2Cl2). Reaction conditions: time 8 hour. Yields the product C(C1=CC=CC=C1)OCOC[C@@H](CCCN)NC(C[C@@H](CCCCCCCCCCC)OCC1=CC=CC=C1)=O ((2R)-5-(amino)-2-[(R)-3-benzyloxytetradecanoylamino]-pentan-1-ol benzyloxymethyl ether). The yield is 79.1%. As a reaction SMILES: C(OC([NH:11][CH2:12][CH2:13][CH2:14][C@@H:15]([NH:18][C:19](=[O:41])[CH2:20][C@H:21]([O:33][CH2:34][C:35]1[CH:40]=[CH:39][CH:38]=[CH:37][CH:36]=1)[CH2:22][CH2:23][CH2:24][CH2:25][CH2:26][CH2:27][CH2:28][CH2:29][CH2:30][CH2:31][CH3:32])[CH2:16][OH:17])=O)C1C=CC=CC=1.[CH2:42](Cl)[O:43][CH2:44][C:45]1[CH:50]=[CH:49][CH:48]=[CH:47][CH:46]=1.C(N(C(C)C)CC)(C)C>C(Cl)Cl>[CH2:44]([O:43][CH2:42][O:17][CH2:16][C@H:15]([NH:18][C:19](=[O:41])[CH2:20][C@H:21]([O:33][CH2:34][C:35]1[CH:36]=[CH:37][CH:38]=[CH:39][CH:40]=1)[CH2:22][CH2:23][CH2:24][CH2:25][CH2:26][CH2:27][CH2:28][CH2:29][CH2:30][CH2:31][CH3:32])[CH2:14][CH2:13][CH2:12][NH2:11])[C:45]1[CH:50]=[CH:49][CH:48]=[CH:47][CH:46]=1. Reported procedure: To a solution of (2R)-5-(benzyloxycarbonylamino)-2-[(R)-3-benzyloxytetradecanoylamino]pentan-1-ol (Section 1.1.2.) (2.05 g; 3.60 mmol.) in anhydrous CH2Cl2 (40 ml) at room temperature and under argon flow, there are added in succession BOMCl (benzyl chloromethyl ether) (reagent grade 60%, 1.25 ml; 5.41 mmol; 1.5 eq.) and diisopropylethylamine (942 μl; 5.41 mmol.; 1.5 eq.). The reaction mixture is then stirred overnight at room temperature and evaporated thereafter to dryness. By running a flash ...